This data is from the Open Reaction Database (ORD), a public repository of structured organic reaction records. The task is: describe an organic reaction: reactants, conditions, products, and yield Starting materials: CN1CC(c2ccccc2)C2(CCCN(C(=O)C(CCOc3ccccc3)NC(=O)OC(C)(C)C)C2)C1=O, ClCCl, O=C(O)C(F)(F)F. Yields the product CN1CC(c2ccccc2)C2(CCCN(C(=O)C(N)CCOc3ccccc3)C2)C1=O. As a reaction SMILES: [CH3:1][N:2]1[C:3](=[O:38])[C:4]2([CH:5]([c:7]3[cH:8][cH:9][cH:10][cH:11][cH:12]3)[CH2:6]1)[CH2:13][N:14]([C:18]([CH:19]([CH2:20][CH2:21][O:22][c:23]1[cH:24][cH:25][cH:26][cH:27][cH:28]1)[NH:29][C:30](=[O:31])[O:32][C:33]([CH3:34])([CH3:35])[CH3:36])=[O:37])[CH2:15][CH2:16][CH2:17]2.[Cl:46][CH2:47][Cl:48].[F:39][C:40]([F:41])([F:42])[C:43]([OH:44])=[O:45]>>[CH3:1][N:2]1[C:3](=[O:38])[C:4]2([CH:5]([c:7]3[cH:8][cH:9][cH:10][cH:11][cH:12]3)[CH2:6]1)[CH2:13][N:14]([C:18]([CH:19]([CH2:20][CH2:21][O:22][c:23]1[cH:24][cH:25][cH:26][cH:27][cH:28]1)[NH2:29])=[O:37])[CH2:15][CH2:16][CH2:17]2. The reactants are ClCCl, OCc1ccc2c(c1F)CCCC2, O=S(Cl)Cl. The product is Fc1c(CCl)ccc2c1CCCC2. RXN SMILES: [Cl:18][CH2:19][Cl:20].[F:1][c:2]1[c:3]([CH2:12][OH:13])[cH:4][cH:5][c:6]2[c:11]1[CH2:10][CH2:9][CH2:8][CH2:7]2.[S:14]([Cl:15])([Cl:16])=[O:17]>>[F:1][c:2]1[c:3]([CH2:12][Cl:16])[cH:4][cH:5][c:6]2[c:11]1[CH2:10][CH2:9][CH2:8][CH2:7]2.